This data is from the Open Reaction Database (ORD), a public repository of structured organic reaction records. The task is: describe an organic reaction: reactants, conditions, products, and yield As a reaction SMILES: [ClH:1].[NH2:2][c:3]1[n:4][n:5]2[c:6]([n:32]1)[N:7]([c:22]1[cH:23][c:24]([C:28]([F:29])([F:30])[F:31])[cH:25][cH:26][cH:27]1)[C:8]([CH3:21])=[C:9]([C:19]#[N:20])[CH:10]2[c:11]1[cH:12][cH:13][c:14]([C:17]#[N:18])[cH:15][cH:16]1.[O:33]1[CH2:34][CH:35]([C:38](=[O:39])[Cl:40])[CH2:36][CH2:37]1.[cH:41]1[cH:42][cH:43][n:44][cH:45][cH:46]1>>[NH:2]([c:3]1[n:4][n:5]2[c:6]([n:32]1)[N:7]([c:22]1[cH:23][c:24]([C:28]([F:29])([F:30])[F:31])[cH:25][cH:26][cH:27]1)[C:8]([CH3:21])=[C:9]([C:19]#[N:20])[CH:10]2[c:11]1[cH:12][cH:13][c:14]([C:17]#[N:18])[cH:15][cH:16]1)[C:38]([CH:35]1[CH2:34][O:33][CH2:37][CH2:36]1)=[O:39]. Reactants: Cl, CC1=C(C#N)C(c2ccc(C#N)cc2)n2nc(N)nc2N1c1cccc(C(F)(F)F)c1, O=C(Cl)C1CCOC1, c1ccncc1. Yields the product CC1=C(C#N)C(c2ccc(C#N)cc2)n2nc(NC(=O)C3CCOC3)nc2N1c1cccc(C(F)(F)F)c1. Reactants: CC1(C)C(=O)N(Br)C(=O)N1Br, CC(C)O, Nc1ncnn2c(CCO)ccc12, CN(C)C=O. As a reaction SMILES: [Br:18][N:19]1[C:20]([CH3:21])([CH3:22])[C:23](=[O:24])[N:25]([Br:26])[C:27]1=[O:28].[CH:14]([OH:15])([CH3:16])[CH3:17].[NH2:1][c:2]1[n:3][cH:4][n:5][n:6]2[c:7]1[cH:8][cH:9][c:10]2[CH2:11][CH2:12][OH:13].[O:29]=[CH:30][N:31]([CH3:32])[CH3:33]>>[NH2:1][c:2]1[n:3][cH:4][n:5][n:6]2[c:7]1[c:8]([Br:18])[cH:9][c:10]2[CH2:11][CH2:12][OH:13]. Yields the product Nc1ncnn2c(CCO)cc(Br)c12.